Dataset: the Open Reaction Database (ORD), a public repository of structured organic reaction records. Task: describe an organic reaction: reactants, conditions, products, and yield The reactants are BrCC(=O)O (Bromoacetic acid), N1CCOCC1 (morpholine). Run in O1CCCC1 (tetrahydrofuran), O1CCCC1 (tetrahydrofuran). Reaction conditions: time 3 day. Product: N1(CCOCC1)CC(=O)O (Morpholine Acetic Acid). RXN SMILES: Br[CH2:2][C:3]([OH:5])=[O:4].[NH:6]1[CH2:11][CH2:10][O:9][CH2:8][CH2:7]1>O1CCCC1>[N:6]1([CH2:2][C:3]([OH:5])=[O:4])[CH2:11][CH2:10][O:9][CH2:8][CH2:7]1. Procedure details: Bromoacetic acid (2 g, 14.4 mole) was dissolved in tetrahydrofuran (50 mL) and added dropwise to a stirred solution of morpholine (3.76 g, 43.2 mole) in tetrahydrofuran (THF, 20 mL). The solution was stirred at room temperature for three days. The white solid (4.17 g) was filtered, washed with THF (100 mL), and recrystallised from hot ethanol (EtOH), Yield: 2.59 g: IR:1740 cm-1. For the two different isobaric versions of morpholine acetic acid, either bromoacetic-1-13C acid (Aldrich PN 27,933-1)... Reactants: CCCCCC (hexane), CC=1SC2=C(N1)C=CC(=C2)S(=O)(=O)Cl (2-methylbenzothiazole-6-sulfonyl chloride), N1CCCCC1 (piperidine). Solvent: C(C)(=O)OCC (ethyl acetate), C(Cl)(Cl)Cl (chloroform), C(Cl)(Cl)Cl (chloroform). Run at time 1 hour. The product is CC=1SC2=C(N1)C=CC(=C2)S(=O)(=O)N2CCCCC2 (N-(2-methylbenzothiazole-6-sulfonyl)piperidine). Isolated yield 74.2%. Reaction SMILES: [CH3:1][C:2]1[S:3][C:4]2[CH:10]=[C:9]([S:11](Cl)(=[O:13])=[O:12])[CH:8]=[CH:7][C:5]=2[N:6]=1.[NH:15]1[CH2:20][CH2:19][CH2:18][CH2:17][CH2:16]1.CCCCCC>C(Cl)(Cl)Cl.C(OCC)(=O)C>[CH3:1][C:2]1[S:3][C:4]2[CH:10]=[C:9]([S:11]([N:15]3[CH2:20][CH2:19][CH2:18][CH2:17][CH2:16]3)(=[O:13])=[O:12])[CH:8]=[CH:7][C:5]=2[N:6]=1. Reported procedure: A solution of Compound 2 (2.5 g, 10 mmol) in chloroform (15 ml) was added drop wise to a solution of piperidine (1.7 g, 20.0 mmol) in chloroform (10 ml). The combined mixture was stirred at room temperature for 1 hour. The reaction mixture was then washed with water (2×, 50 ml) and brine (1×, 50 ml). The organic layer was dried with sodium sulfate and evaporated. The sticky white solid thus obtained was dissolved in ca. 5 ml of hot ethyl acetate and this solution was then slowly added to 40 ml h... Reactants: C(C1=CC=CC=C1)(=O)Cl (benzoyl chloride), Cl.Cl.C(N)(=N)NN=C(C)C=1C=C(C=C(NC(C2=CC=CC=C2)=O)C1)C(C)=NNC(N)=N (N-benzoyl-3,5-diacetylaniline bis(amidinohydrazone)dihydrochloride), C(C)(=O)C=1C=C(N)C=C(C1)C(C)=O (3,5-diacetylaniline), N1=CC=CC=C1 (pyridine). Solvent: O (water), O1CCCC1 (tetrahydrofuran), O (water). Reaction conditions: time 1 hour. The product is C(C1=CC=CC=C1)(=O)NC1=CC(=CC(=C1)C(C)=O)C(C)=O (N-benzoyl-3,5-diacetylaniline). As a reaction SMILES: Cl.Cl.C(NN=C(C1C=C(C(=NNC(=N)N)C)C=C(C=1)N[C:16](=[O:23])[C:17]1[CH:22]=[CH:21][CH:20]=[CH:19][CH:18]=1)C)(=N)N.[C:32]([C:35]1[CH:36]=[C:37]([CH:39]=[C:40]([C:42](=[O:44])[CH3:43])[CH:41]=1)[NH2:38])(=[O:34])[CH3:33].N1C=CC=CC=1.C(Cl)(=O)C1C=CC=CC=1>O1CCCC1.O>[C:16]([NH:38][C:37]1[CH:39]=[C:40]([C:42](=[O:44])[CH3:43])[CH:41]=[C:35]([C:32](=[O:34])[CH3:33])[CH:36]=1)(=[O:23])[C:17]1[CH:22]=[CH:21][CH:20]=[CH:19][CH:18]=1 |f:0.1.2|. Reported procedure: Compound 26, FIG. 7E.26: A solution of 3,5-diacetylaniline (0.885 g) in tetrahydrofuran (10 mL) containing 0.45 mL pyridine was treated with 0.65 mL benzoyl chloride. The mixture was stirred 1 hr, then treated with 1 mL water and stirred 15 min. The mixture was then diluted with 40 mL water and stirred 30 min. Filtration and washing with water and isopropanol gave colorless needles of N-benzoyl-3,5-diacetylaniline, 1.36 g, mp 188°-189° C. A suspension of N-benzoyl-3,5-diacetylaniline (0.844 g) i... Reactants: Br[C@@H]1[C@@H](C[C@@H](CC1)C(=O)N)O ((1R,3R,4S)-4-Bromo-3-hydroxy-cyclohexanecarboxylic acid amide), [N-]=[N+]=[N-].[Na+] (sodium azide). Run in CN(C)C=O (DMF). The product is N(=[N+]=[N-])[C@H]1[C@@H](C[C@@H](CC1)C(=O)N)O ((1R,3R,4R)-4-Azido-3-hydroxy-cyclohexanecarboxylic acid amide). Yield: 57.0%. Reaction SMILES: Br[C@H:2]1[CH2:7][CH2:6][C@@H:5]([C:8]([NH2:10])=[O:9])[CH2:4][C@H:3]1[OH:11].[N-:12]=[N+:13]=[N-:14].[Na+]>CN(C=O)C>[N:12]([C@@H:2]1[CH2:7][CH2:6][C@@H:5]([C:8]([NH2:10])=[O:9])[CH2:4][C@H:3]1[OH:11])=[N+:13]=[N-:14] |f:1.2|. Reported procedure: (1R,3R,4S)-4-Bromo-3-hydroxy-cyclohexanecarboxylic amide (b) (2.31 g, 10.4 mmol) was treated with sodium azide (1.35 g, 20.8 mmol) in DMF (100 mL) at 60° C. for 15.5 hours. The solvent was removed in vacuo and the residue purified by flash column chromatography (Silica gel, DCM:MeOH 0-10%) to give a white solid (1.09 g, 5.93 mmol, 57%). Reactants: C(C)OC(=O)N=C1SC(CN1C1=CC(=CC=C1)C(F)(F)F)CBr (2-ethoxycarbonylimino-3-(3-tri-fluoromethylphenyl)-5-bromomethylthiazolidine), CC(C)([O-])C.[K+] (potassium t-butoxide). Run in C(C)(C)(C)O (t-butanol). The product is C(C)OC(=O)N=C1SC(CN1C1=CC(=CC=C1)C(F)(F)F)=C (2-ethoxycarbonylimino-3-(3-trifluoromethyl-phenyl)-5-methylenethiazolidine). The yield is 44.5%. As a reaction SMILES: [CH2:1]([O:3][C:4]([N:6]=[C:7]1[N:11]([C:12]2[CH:17]=[CH:16][CH:15]=[C:14]([C:18]([F:21])([F:20])[F:19])[CH:13]=2)[CH2:10][CH:9]([CH2:22]Br)[S:8]1)=[O:5])[CH3:2].CC(C)([O-])C.[K+]>C(O)(C)(C)C>[CH2:1]([O:3][C:4]([N:6]=[C:7]1[N:11]([C:12]2[CH:17]=[CH:16][CH:15]=[C:14]([C:18]([F:20])([F:21])[F:19])[CH:13]=2)[CH2:10][C:9](=[CH2:22])[S:8]1)=[O:5])[CH3:2] |f:1.2|. Reported procedure: A.solution of 2-ethoxycarbonylimino-3-(3-tri-fluoromethylphenyl)-5-bromomethylthiazolidine (0.7 g) and potassium t-butoxide (0.25 g) in t-butanol (30 ml) was refluxed for 5 hours, and the solvent was distilled off under reduced pressure. The residue was extracted with chloroform (100 ml), washed with water and dried over anhydrous magnesium sulfate. After removal of the solvent, the residue was subjected to column chromatography to give 0.25 g of 2-ethoxycarbonylimino-3-(3-trifluoromethyl-phenyl... The reactants are C(C)(=O)[O-].[Na+] (sodium acetate), [Cl-].O[NH3+] (hydroxylammonium chloride), FC1=C(C=C(C(=C1)C)S(=O)CC(F)(F)F)N1N=C(C=C1C=O)OCC(C(F)(F)F)(F)F (1-{2-fluoro-4-methyl-5-(2,2,2-trifluoroethylsulfinyl)phenyl}-5-formyl-3-(2,2,3,3,3-pentafluoropropoxy)pyrazole). The solvent is CO (methanol). Yields the product FC1=C(C=C(C(=C1)C)SCC(F)(F)F)N1N=C(C(C1=NO)=C)OCC(C(F)(F)F)(F)F (1-{2-fluoro-4-methyl-5-(2,2,2-trifluoroethylthio)phenyl}-5-(hydroxyimino)methylene-3-(2,2,3,3,3-pentafluoropropoxy)pyrazole). The yield is 103.5%. RXN SMILES: [F:1][C:2]1[CH:7]=[C:6]([CH3:8])[C:5]([S:9]([CH2:11][C:12]([F:15])([F:14])[F:13])=O)=[CH:4][C:3]=1[N:16]1[C:20](C=O)=[CH:19][C:18]([O:23][CH2:24][C:25]([F:31])([F:30])[C:26]([F:29])([F:28])[F:27])=[N:17]1.[C:32]([O-])(=O)C.[Na+].[Cl-].[OH:38][NH3+:39]>CO>[F:1][C:2]1[CH:7]=[C:6]([CH3:8])[C:5]([S:9][CH2:11][C:12]([F:13])([F:15])[F:14])=[CH:4][C:3]=1[N:16]1[C:20](=[N:39][OH:38])[C:19](=[CH2:32])[C:18]([O:23][CH2:24][C:25]([F:31])([F:30])[C:26]([F:29])([F:28])[F:27])=[N:17]1 |f:1.2,3.4|. Reported procedure: 0.3 g of 1-{2-fluoro-4-methyl-5-(2,2,2-trifluoroethylsulfinyl)phenyl}-5-formyl-3-(2,2,3,3,3-pentafluoropropoxy)pyrazole was dissolved in 10 mL of methanol, and 79mg of sodium acetate and 67 mg of hydroxylammonium chloride were added, followed by stirring under reflux with heating for 2 hours. Then, the solvent was distilled off under reduced pressure, extraction with ethyl acetate was carried out, the organic layer was dried over anhydrous sodium sulfate, the solvent was distilled off under redu... Reactants: C(C)(C)(C)OC(=O)N1CCC(CC1)C=1SC(=C(N1)CO)C (4-(4-hydroxymethyl-5-methyl-thiazol-2-yl)-piperidine-1-carboxylic acid tert-butyl ester), CS(=O)(=O)C1=CC=C(C=C1)O (4-methanesulfonyl-phenol), C1=CC=C(C=C1)P(C2=CC=CC=C2)C3=CC=CC=C3 (PPh3), CCOC(=O)/N=N/C(=O)OCC (diethylazodicarboxylate). Solvent: C1CCOC1 (THF). Run at time 30 minute. Product: C(C)(C)(C)OC(=O)N1CCC(CC1)C=1SC(=C(N1)COC1=CC=C(C=C1)S(=O)(=O)C)C (4-[4-(4-Methanesulfonyl-phenoxymethyl)-5-methyl-thiazol-2-yl]-piperidine-1-carboxylic acid tert-butyl ester). RXN SMILES: [C:1]([O:5][C:6]([N:8]1[CH2:13][CH2:12][CH:11]([C:14]2[S:15][C:16]([CH3:21])=[C:17]([CH2:19][OH:20])[N:18]=2)[CH2:10][CH2:9]1)=[O:7])([CH3:4])([CH3:3])[CH3:2].[CH3:22][S:23]([C:26]1[CH:31]=[CH:30][C:29](O)=[CH:28][CH:27]=1)(=[O:25])=[O:24].C1C=CC(P(C2C=CC=CC=2)C2C=CC=CC=2)=CC=1.CCOC(/N=N/C(OCC)=O)=O>C1COCC1>[C:1]([O:5][C:6]([N:8]1[CH2:9][CH2:10][CH:11]([C:14]2[S:15][C:16]([CH3:21])=[C:17]([CH2:19][O:20][C:29]3[CH:30]=[CH:31][C:26]([S:23]([CH3:22])(=[O:25])=[O:24])=[CH:27][CH:28]=3)[N:18]=2)[CH2:12][CH2:13]1)=[O:7])([CH3:4])([CH3:3])[CH3:2]. Procedure details: To a solution of 4-(4-hydroxymethyl-5-methyl-thiazol-2-yl)-piperidine-1-carboxylic acid tert-butyl ester (0.18 g, 0.6 mmol), 4-methanesulfonyl-phenol (0.1 g, 0.6 mmol) and PPh3 (0.19 g, 0.72 mmol) in THF (5 mL) was added diethylazodicarboxylate (DEAD) (0.22 g, 0.72 mmol) at room temperature. The resulting mixture was stirred at room temperature for 30 minutes. The solvent was removed and the residue was purified by flash chromatography on silica gel to afford the desired product. 1H NMR (CDCl3):...